Task: describe an organic reaction: reactants, conditions, products, and yield. Dataset: the Open Reaction Database (ORD), a public repository of structured organic reaction records The reactants are BrC1=NC=CC(=C1)C=1C(=NOC1COC)C1=CC=C(C=C1)F (2-Bromo-4-(5-methoxymethyl-3-(4-fluoro-phenyl)-isoxazol-4-yl)-pyridine), C1(CCCCC1)N (cyclohexylamine), C=1C=CC(=CC1)P(C=2C=CC=CC2)C3=CC=C4C=CC=CC4=C3C5=C6C=CC=CC6=CC=C5P(C=7C=CC=CC7)C=8C=CC=CC8 (BINAP), CC(C)(C)[O-].[Na+] (NaOtBu). Reagents/catalysts: C=1C=CC(=CC1)/C=C/C(=O)/C=C/C2=CC=CC=C2.C=1C=CC(=CC1)/C=C/C(=O)/C=C/C2=CC=CC=C2.C=1C=CC(=CC1)/C=C/C(=O)/C=C/C2=CC=CC=C2.[Pd].[Pd] (Pd2(dba)3). RXN SMILES: Br[C:2]1[CH:7]=[C:6]([C:8]2[C:9]([C:16]3[CH:21]=[CH:20][C:19]([F:22])=[CH:18][CH:17]=3)=[N:10][O:11][C:12]=2[CH2:13][O:14][CH3:15])[CH:5]=[CH:4][N:3]=1.[CH:23]1([NH2:29])[CH2:28][CH2:27][CH2:26][CH2:25][CH2:24]1.C1C=CC(P(C2C(C3C(P(C4C=CC=CC=4)C4C=CC=CC=4)=CC=C4C=3C=CC=C4)=C3C(C=CC=C3)=CC=2)C2C=CC=CC=2)=CC=1.CC([O-])(C)C.[Na+]>C1(C)C=CC=CC=1.C1C=CC(/C=C/C(/C=C/C2C=CC=CC=2)=O)=CC=1.C1C=CC(/C=C/C(/C=C/C2C=CC=CC=2)=O)=CC=1.C1C=CC(/C=C/C(/C=C/C2C=CC=CC=2)=O)=CC=1.[Pd].[Pd].O>[CH:23]1([NH:29][C:2]2[CH:7]=[C:6]([C:8]3[C:9]([C:16]4[CH:21]=[CH:20][C:19]([F:22])=[CH:18][CH:17]=4)=[N:10][O:11][C:12]=3[CH2:13][O:14][CH3:15])[CH:5]=[CH:4][N:3]=2)[CH2:28][CH2:27][CH2:26][CH2:25][CH2:24]1 |f:3.4,6.7.8.9.10|. Reaction conditions: temperature 80 celsius. Procedure: To a stirred solution of the above Compound 19b (20 mg, 0.050 mmol), cyclohexylamine (11 μL, 0.13 mmol), and BINAP (4.7 mg, 0.0075 mmol) in toluene (0.4 mL) at 25° C. was added Pd2(dba)3 (2.3 mg, 0.0025 mmol) followed by NaOtBu (12 mg, 0.13 mmol). The solution was heated to 80° C. for 15 h. The solution was cooled, poured into H2O (5 mL), extracted with EtOAc (4×5 mL), dried (MgSO4), filtered and concentrated. HPLC (gradient elution, 90–10% H2O—CH3CN) provided the title compound (9.1 mg, 0.022 m... Isolated yield 44.0%. Run in C1(=CC=CC=C1)C (toluene), O (H2O). Product: C1(CCCCC1)NC1=NC=CC(=C1)C=1C(=NOC1COC)C1=CC=C(C=C1)F (Cyclohexyl-[4-(5-methoxymethyl-3-(4-fluoro-phenyl)-isoxazol-4-yl)-pyridin-2-yl]-amine). Reactants: [OH-].[K+] (potassium hydroxide), C(C)I (ethyl iodide), COC=1C=C(C=CC1)S (3-methoxybenzenethiol). Solvent: C(C)O (ethanol). Conditions: time 72 hour. Product: C(C)SC1=CC(=CC=C1)OC (1-(ethylsulfanyl)-3-methoxybenzene). Isolated yield 100.2%. Reaction SMILES: [OH-].[K+].[CH2:3](I)[CH3:4].[CH3:6][O:7][C:8]1[CH:9]=[C:10]([SH:14])[CH:11]=[CH:12][CH:13]=1>C(O)C>[CH2:3]([S:14][C:10]1[CH:11]=[CH:12][CH:13]=[C:8]([O:7][CH3:6])[CH:9]=1)[CH3:4] |f:0.1|. Procedure: Solid potassium hydroxide (2.2 g, 39 mmol) and ethyl iodide (3.14 ml, 39 mmol) were added to a solution of 3-methoxybenzenethiol (5.0 g, 35 mmol) in ethanol (35 ml) (Caution—exotherm). The mixture was stirred for 72 h, then partitioned between water and ethyl acetate. The organic phase was dried over MgSO4 and the solvent removed under reduced pressure to give 1-(ethylsulfanyl)-3-methoxybenzene (5.9 g) as a yellow liquid. Starting materials: C1=CC(=CC(=C1)Cl)C(=O)OO (MCPBA), ice, ClC1=C(C=C(C=C1C=C)C#N)NC1=NN2C(C(=N1)NC1CC1)=NC=C2C#N (2-((2-chloro-5-cyano-3-vinylphenyl)amino)-4-(cyclopropylamino)imidazo[2,1-f][1,2,4]triazine-7-carbonitrile). Solvent: C(Cl)(Cl)Cl (CHCl3). Reaction conditions: time 2 day. The product is ClC1=C(C=C(C=C1C1OC1)C#N)NC1=NN2C(C(=N1)NC1CC1)=NC=C2C#N (2-((2-chloro-5-cyano-3-(oxiran-2-yl)phenyl)amino)-4-(cyclopropylamino)imidazo[2,1-f][1,2,4]triazine-7-carbonitrile). Isolated yield 82.9%. As a reaction SMILES: C1C=C(Cl)C=C(C(OO)=[O:9])C=1.[Cl:12][C:13]1[C:18]([CH:19]=[CH2:20])=[CH:17][C:16]([C:21]#[N:22])=[CH:15][C:14]=1[NH:23][C:24]1[N:29]=[C:28]([NH:30][CH:31]2[CH2:33][CH2:32]2)[C:27]2=[N:34][CH:35]=[C:36]([C:37]#[N:38])[N:26]2[N:25]=1>C(Cl)(Cl)Cl>[Cl:12][C:13]1[C:18]([CH:19]2[CH2:20][O:9]2)=[CH:17][C:16]([C:21]#[N:22])=[CH:15][C:14]=1[NH:23][C:24]1[N:29]=[C:28]([NH:30][CH:31]2[CH2:32][CH2:33]2)[C:27]2=[N:34][CH:35]=[C:36]([C:37]#[N:38])[N:26]2[N:25]=1. Reported procedure: Added MCPBA (70% wet, 3330 mg, 13.5 mmol) in portions to an ice-cooled suspension of 2-((2-chloro-5-cyano-3-vinylphenyl)amino)-4-(cyclopropylamino)imidazo[2,1-f][1,2,4]triazine-7-carbonitrile (Example 399)(339 mg, 0.900 mmol) in CHCl3 (90 mL). The bath was removed and the reaction was left stirring at room temperature for 2 days. This was diluted with CHCl3 and washed with 5% aq. NaHSO3 solution and then 3 times 1 N Na2CO3 solution. After drying with sodium sulfate, the solvent was removed and r... The reactants are OC(CN1C(=NC=C1)[N+](=O)[O-])CN1CCCCC1 (1-(2'-hydroxy-3'-piperidylpropyl)-2-nitroimidazole), CCN(CC)S(F)(F)F (DAST), CCN(CC)S(F)(F)F (DAST), CO (methanol). The solvent is O1CCOCC1 (dioxane). Product: FC(CN1C(=NC=C1)[N+](=O)[O-])CN1CCCCC1 (1-(2'-fluoro-3'-piperidylpropyl)-2-nitroimidazole). As a reaction SMILES: O[CH:2]([CH2:12][N:13]1[CH2:18][CH2:17][CH2:16][CH2:15][CH2:14]1)[CH2:3][N:4]1[CH:8]=[CH:7][N:6]=[C:5]1[N+:9]([O-:11])=[O:10].CCN(S(F)(F)[F:25])CC.CO>O1CCOCC1>[F:25][CH:2]([CH2:12][N:13]1[CH2:18][CH2:17][CH2:16][CH2:15][CH2:14]1)[CH2:3][N:4]1[CH:8]=[CH:7][N:6]=[C:5]1[N+:9]([O-:11])=[O:10]. Reported procedure: To a solution of 2.2 g (8.65 mmol) of 1-(2'-hydroxy-3'-piperidylpropyl)-2-nitroimidazole in 20 ml of dry dioxane, 2.5 g (15.5 mmol) of DAST was dropwise added with cooling by ice and reacted for 5 hours at room temperature. After reaction, to the solution, 10 ml of methanol was added to decompose excess DAST. Then, the solution was concentrated and partitioned between chloroform and water. The pH of the aqueous phase was adjusted to 12 by the addition of an aqueous solution of sodium hydroxide a... Reactants: C=CCC(CC(=C)C)C(=O)OCC, C1CCC(P(C2CCCCC2)C2CCCCC2)CC1, ClCCl. Yields the product CCOC(=O)C1CC=C(C)C1. As a reaction SMILES: [CH2:1]([CH3:2])[O:3][C:4]([CH:5]([CH2:6][C:7]([CH3:8])=[CH2:9])[CH2:10][CH:11]=[CH2:12])=[O:13].[CH:14]1([P:15]([CH:16]2[CH2:17][CH2:18][CH2:19][CH2:20][CH2:21]2)[CH:22]2[CH2:23][CH2:24][CH2:25][CH2:26][CH2:27]2)[CH2:28][CH2:29][CH2:30][CH2:31][CH2:32]1.[Cl:33][CH2:34][Cl:35]>>[CH2:1]([CH3:2])[O:3][C:4]([CH:5]1[CH2:6][CH:7]=[C:11]([CH3:12])[CH2:10]1)=[O:13]. Starting materials: ClC1=C(C(=NC=C1)C)OC (4-chloro-3-methoxy-2-methylpyridine), C(C)(C)(C)C1=CC=C(N)C=C1 (4-tert-butylaniline), [OH-].[Na+] (NaOH). Reaction SMILES: Cl[C:2]1[CH:7]=[CH:6][N:5]=[C:4]([CH3:8])[C:3]=1[O:9][CH3:10].[C:11]([C:15]1[CH:21]=[CH:20][C:18]([NH2:19])=[CH:17][CH:16]=1)([CH3:14])([CH3:13])[CH3:12].[OH-].[Na+]>C1(O)C=CC=CC=1>[C:11]([C:15]1[CH:16]=[CH:17][C:18]([NH:19][C:2]2[CH:7]=[CH:6][N:5]=[C:4]([CH3:8])[C:3]=2[O:9][CH3:10])=[CH:20][CH:21]=1)([CH3:14])([CH3:12])[CH3:13] |f:2.3|. Procedure details: 7.9 g of 4-chloro-3-methoxy-2-methylpyridine and 22.4 g of 4-tert-butylaniline are heated at 120° C. for 8 hours in 20 g of phenol. After cooling, the mixture is poured into NaOH and the product is extracted using methylene chloride. After concentrating, the excess of amine is distilled off in vacuo and the residue is crystallized using hexane. 9.5 g=55% Run in C1(=CC=CC=C1)O (phenol). Yields the product C(C)(C)(C)C1=CC=C(NC2=C(C(=NC=C2)C)OC)C=C1 (4-(4-tert-Butylanilino)-3-methoxy-2-methylpyridine). Starting materials: Cc1cc(C=Cc2cc3c(cc2Cn2cccn2)C(C)(C)C(=O)CC3(C)C)ccc1C(=O)O, CO, [Li+], [OH-]. Yields the product CC1(C)CC(=O)C(C)(C)c2cc(Cn3cccn3)c(C=Cc3ccc(C(=O)O)cc3)cc21. Reaction SMILES: [CH3:1][c:2]1[c:3]([C:4](=[O:5])[OH:6])[cH:7][cH:8][c:9]([CH:11]=[CH:12][c:13]2[cH:14][c:15]3[c:20]([cH:21][c:22]2[CH2:23][n:24]2[n:25][cH:26][cH:27][cH:28]2)[C:19]([CH3:29])([CH3:30])[C:18](=[O:31])[CH2:17][C:16]3([CH3:32])[CH3:33])[cH:10]1.[CH3:34][OH:35].[Li+:37].[OH-:36]>>[cH:2]1[c:3]([C:4](=[O:5])[OH:6])[cH:7][cH:8][c:9]([CH:11]=[CH:12][c:13]2[cH:14][c:15]3[c:20]([cH:21][c:22]2[CH2:23][n:24]2[n:25][cH:26][cH:27][cH:28]2)[C:19]([CH3:29])([CH3:30])[C:18](=[O:31])[CH2:17][C:16]3([CH3:32])[CH3:33])[cH:10]1. Reactants: OCC1=CC=CC(=N1)C(=O)OC (6-Hydroxymethyl-2-pyridinecarboxylic acid, methyl ester), Cl (HCl). Run in C(C)(=O)OCC (ethyl acetate). Run at time 10 minute. Yields the product ClCC1=CC=CC(=N1)C(=O)OC (6-Chloromethyl-2-pyridinecarboxylic acid, methyl ester). RXN SMILES: O[CH2:2][C:3]1[N:8]=[C:7]([C:9]([O:11][CH3:12])=[O:10])[CH:6]=[CH:5][CH:4]=1.[ClH:13]>C(OCC)(=O)C>[Cl:13][CH2:2][C:3]1[N:8]=[C:7]([C:9]([O:11][CH3:12])=[O:10])[CH:6]=[CH:5][CH:4]=1. Procedure: To a solution of the product from step (i) (2.75 g) in ethyl acetate (10 ml) was added 1M ethereal HCl (10 ml). The mixture was stirred for 10 minutes and the precipitate filtered off. This was dissolved in thionyl chloride (20 ml) at 0° C. After 2 hours the mixture was warmed to room temperature. Diethyl ether (100 ml) was added and the precipitate filtered off and used directly in the next step. Yield 1.3 g.